From a dataset of the Open Reaction Database (ORD), a public repository of structured organic reaction records. describe an organic reaction: reactants, conditions, products, and yield Starting materials: N1=C(C=CC=C1)C(C(=O)OC)OC1=C(C=CC=C1)OCC(=O)OC (methyl 2-(2-pyridyl)-2-(2-carbomethoxymethoxyphenoxy)-acetate), C(=O)(OC)COC1=C(C=CC=C1)OCC(=O)OC (1,2-bis-(carbomethoxymethoxy)benzene). The product is N1=C(C=CC=C1)C1C(C(OC2=C(O1)C=CC=C2)C(=O)OC)=O (2-(2-pyridyl)-3-oxo-4-carbomethoxy-3,4-dihydro-2H-1,5-benzodioxepin). Reaction SMILES: [N:1]1[CH:6]=[CH:5][CH:4]=[CH:3][C:2]=1[CH:7]([O:12][C:13]1[CH:18]=[CH:17][CH:16]=[CH:15][C:14]=1[O:19][CH2:20][C:21]([O:23][CH3:24])=[O:22])[C:8](OC)=[O:9].C(COC1C=CC=CC=1OCC(OC)=O)(OC)=O>>[N:1]1[CH:6]=[CH:5][CH:4]=[CH:3][C:2]=1[CH:7]1[O:12][C:13]2[CH:18]=[CH:17][CH:16]=[CH:15][C:14]=2[O:19][CH:20]([C:21]([O:23][CH3:24])=[O:22])[C:8]1=[O:9]. Reported procedure: By following substantially the same procedure described in Example 108, Steps B and C, but substituting methyl 2-(2-pyridyl)-2-(2-carbomethoxymethoxyphenoxy)-acetate for the 1,2-bis-(carbomethoxymethoxy)benzene there is obtained sequentially 2-(2-pyridyl)-3-oxo-4-carbomethoxy-3,4-dihydro-2H-1,5-benzodioxepin and then 2-(2-pyridyl)-3-oxo-3,4-dihydro-2H-1,5-benzodioxepin. The reactants are COc1ccc(CC(NC(=O)OCc2ccccc2)C(=O)O)cc1, CC(C)COC(=O)Cl, C=[N+]=[N-]. Product: COc1ccc(CC(NC(=O)OCc2ccccc2)C(=O)C=[N+]=[N-])cc1. As a reaction SMILES: [CH2:1]([c:2]1[cH:3][cH:4][cH:5][cH:6][cH:7]1)[O:8][C:9](=[O:10])[NH:11][CH:12]([CH2:13][c:14]1[cH:15][cH:16][c:17]([O:20][CH3:21])[cH:18][cH:19]1)[C:22](=[O:23])[OH:24].[Cl:25][C:26]([O:27][CH2:28][CH:29]([CH3:30])[CH3:31])=[O:32].[N+:33](=[N-:34])=[CH2:35]>>[CH2:1]([c:2]1[cH:3][cH:4][cH:5][cH:6][cH:7]1)[O:8][C:9](=[O:10])[NH:11][CH:12]([CH2:13][c:14]1[cH:15][cH:16][c:17]([O:20][CH3:21])[cH:18][cH:19]1)[C:22](=[O:24])[CH:35]=[N+:33]=[N-:34]. Reactants: S(O)(O)(=O)=O (sulphuric acid), O\N=C\C(=O)NC1=C(C=C2C=NNC2=C1)C (2-[(E)-hydroxyimino]-N-(5-methyl-1H-indazol-6-yl)-acetamide), ice. Run at temperature 70 celsius, time 45 minute. The product is CC=1C=C2C=NNC2=C2C1NC(C2=O)=O (5-methyl-1,6-dihydro-pyrrolo[2,3-g]indazole-7,8-dione). As a reaction SMILES: S(=O)(=O)(O)[OH:2].O/N=[CH:8]/[C:9]([NH:11][C:12]1[CH:20]=[C:19]2[C:15]([CH:16]=[N:17][NH:18]2)=[CH:14][C:13]=1[CH3:21])=[O:10]>>[CH3:21][C:13]1[CH:14]=[C:15]2[C:19](=[C:20]3[C:8](=[O:2])[C:9](=[O:10])[NH:11][C:12]=13)[NH:18][N:17]=[CH:16]2. Reported procedure: To concentrated sulphuric acid (119 ml) was added portionwise 2-[(E)-hydroxyimino]-N-(5-methyl-1H-indazol-6-yl)-acetamide (34.7 g, 146.3 mmol). The addition was strongly exothermic and the internal temperature was maintained at 70° C. with an ice bath. At the end of the addition the resulting reaction mixture was heated at 80° C. and stirred for 45 min at this temperature. According to LC-MS analysis, the reaction has then reached completion. The reaction mixture was cooled down to ambient tempe... Starting materials: CN=C=O, C1CCC2=NCCCN2CC1, [Na+], [Na+], O=C([O-])[O-], CC1Cc2cccc(S(N)(=O)=O)c2OS1(=O)=O, C1COCCO1, O. Product: CNC(=O)NS(=O)(=O)c1cccc2c1OS(=O)(=O)C(C)C2. As a reaction SMILES: [CH3:29][N:30]=[C:31]=[O:32].[N:1]12[CH2:2][CH2:3][CH2:4][N:5]=[C:6]1[CH2:7][CH2:8][CH2:9][CH2:10][CH2:11]2.[Na+:33].[Na+:34].[O-:35][C:36](=[O:37])[O-:38].[O:12]=[S:13]1(=[O:28])[O:14][c:15]2[c:16]([cH:20][cH:21][cH:22][c:23]2[S:24](=[O:25])(=[O:26])[NH2:27])[CH2:17][CH:18]1[CH3:19].[O:39]1[CH2:40][CH2:41][O:42][CH2:43][CH2:44]1.[OH2:45]>>[O:12]=[S:13]1(=[O:28])[O:14][c:15]2[c:16]([cH:20][cH:21][cH:22][c:23]2[S:24](=[O:25])(=[O:26])[NH:27][C:31]([NH:30][CH3:29])=[O:32])[CH2:17][CH:18]1[CH3:19]. Starting materials: C(C)(C)(C)OC(NC1=C(C=C(C=C1)I)[N+](=O)[O-])=O ((4-Iodo-2-nitro-phenyl)-carbamic acid tert.-butyl ester), B1(OC(C(O1)(C)C)(C)C)B2OC(C(O2)(C)C)(C)C (bis(pinacolato)diboron), IC1=C(C=CC=C1)C (2-iodotoluene). Yields the product C(C)(C)(C)OC(NC1=C(C=C(C=C1)C1=C(C=CC=C1)C)[N+](=O)[O-])=O ((2′-Methyl-3-nitro-biphenyl-4-yl)-carbamic acid tert.-butyl ester). RXN SMILES: [C:1]([O:5][C:6](=[O:18])[NH:7][C:8]1[CH:13]=[CH:12][C:11](I)=[CH:10][C:9]=1[N+:15]([O-:17])=[O:16])([CH3:4])([CH3:3])[CH3:2].B1(B2OC(C)(C)C(C)(C)O2)OC(C)(C)C(C)(C)O1.I[C:38]1[CH:43]=[CH:42][CH:41]=[CH:40][C:39]=1[CH3:44]>>[C:1]([O:5][C:6](=[O:18])[NH:7][C:8]1[CH:13]=[CH:12][C:11]([C:38]2[CH:43]=[CH:42][CH:41]=[CH:40][C:39]=2[CH3:44])=[CH:10][C:9]=1[N+:15]([O-:17])=[O:16])([CH3:4])([CH3:3])[CH3:2]. Procedure details: Prepared from (4-iodo-2-nitro-phenyl)-carbamic acid tert.-butyl ester (Example A1), bis(pinacolato)diboron and 2-iodotoluene according to the general procedure C. Obtained as a yellow oil (755 mg). Reactants: CN(C)CC1Cc2ccccc2N(C(=O)CCc2ccc(Br)cc2)C1, CCB(CC)c1cccnc1, Cc1ccccc1, CCO, [Na+], [Na+], O=C([O-])[O-], O, Cc1ccc(S(=O)(=O)O)cc1, c1ccc(P(c2ccccc2)(c2ccccc2)[Pd](P(c2ccccc2)(c2ccccc2)c2ccccc2)(P(c2ccccc2)(c2ccccc2)c2ccccc2)P(c2ccccc2)(c2ccccc2)c2ccccc2)cc1. The product is CN(C)CC1Cc2ccccc2N(C(=O)CCc2ccc(-c3cccnc3)cc2)C1, Cc1ccc(S(=O)(=O)O)cc1. RXN SMILES: [Br:18][c:19]1[cH:20][cH:21][c:22]([CH2:25][CH2:26][C:27](=[O:28])[N:29]2[CH2:30][CH:31]([CH2:39][N:40]([CH3:41])[CH3:42])[CH2:32][c:33]3[cH:34][cH:35][cH:36][cH:37][c:38]32)[cH:23][cH:24]1.[CH2:43]([B:44]([CH2:45][CH3:52])[c:46]1[cH:47][n:48][cH:49][cH:50][cH:51]1)[CH3:53].[CH3:55][c:56]1[cH:57][cH:58][cH:59][cH:60][cH:61]1.[CH3:62][CH2:63][OH:64].[Na+:1].[Na+:2].[O-:3][C:4](=[O:5])[O-:6].[OH2:54].[c:7]1([CH3:17])[cH:8][cH:9][c:10]([S:13](=[O:14])(=[O:15])[OH:16])[cH:11][cH:12]1.[cH:65]1[cH:66][cH:67][c:68]([P:69]([Pd:70]([P:71]([c:72]2[cH:73][cH:74][cH:75][cH:76][cH:77]2)([c:78]2[cH:79][cH:80][cH:81][cH:82][cH:83]2)[c:84]2[cH:85][cH:86][cH:87][cH:88][cH:89]2)([P:90]([c:91]2[cH:92][cH:93][cH:94][cH:95][cH:96]2)([c:97]2[cH:98][cH:99][cH:100][cH:101][cH:102]2)[c:103]2[cH:104][cH:105][cH:106][cH:107][cH:108]2)[P:109]([c:110]2[cH:111][cH:112][cH:113][cH:114][cH:115]2)([c:116]2[cH:117][cH:118][cH:119][cH:120][cH:121]2)[c:122]2[cH:123][cH:124][cH:125][cH:126][cH:127]2)([c:128]2[cH:129][cH:130][cH:131][cH:132][cH:133]2)[c:134]2[cH:135][cH:136][cH:137][cH:138][cH:139]2)[cH:140][cH:141]1>>[c:19]1(-[c:46]2[cH:47][n:48][cH:49][cH:50][cH:51]2)[cH:20][cH:21][c:22]([CH2:25][CH2:26][C:27](=[O:28])[N:29]2[CH2:30][CH:31]([CH2:39][N:40]([CH3:41])[CH3:42])[CH2:32][c:33]3[cH:34][cH:35][cH:36][cH:37][c:38]32)[cH:23][cH:24]1.[c:7]1([CH3:17])[cH:8][cH:9][c:10]([S:13](=[O:14])(=[O:15])[OH:16])[cH:11][cH:12]1. Starting materials: CN1C(=NC=C1)N1N=CC=2C1=NC=NC2OC2=CC=CC=C2 (1-(1-methyl-1H-imidazol-2-yl)-4-phenoxy-1H-pyrazolo[3,4-d]pyrimidine), [H-].[Na+] (Sodium hydride), O[C@H](C(=O)NC1=NC=C(C=C1)C)COC(C)C ((S)-2-hydroxy-3-isopropoxy-N-(5-methylpyridin-2-yl)propanamide), O[C@H](C(=O)NC1=NC=C(C=C1)C)COC(C)C ((S)-2-hydroxy-3-isopropoxy-N-(5-methylpyridin-2-yl)propanamide). Run in C1CCOC1 (THF), C1CCOC1 (THF). Run at temperature 0 celsius, time 10 minute. Yields the product C(C)(C)OC[C@@H](C(=O)NC1=NC=C(C=C1)C)OC1=C2C(=NC=N1)N(N=C2)C=2N(C=CN2)C ((2S)-3-isopropoxy-2-(1-(1-methyl-1H-imidazol-2-yl)-1H-pyrazolo[3,4-d]pyrimidin-4-yloxy)-N-(5-methylpyridin-2-yl)propanamide). RXN SMILES: [H-].[Na+].[OH:3][C@@H:4]([CH2:15][O:16][CH:17]([CH3:19])[CH3:18])[C:5]([NH:7][C:8]1[CH:13]=[CH:12][C:11]([CH3:14])=[CH:10][N:9]=1)=[O:6].[CH3:20][N:21]1[CH:25]=[CH:24][N:23]=[C:22]1[N:26]1[C:30]2=[N:31][CH:32]=[N:33][C:34](OC3C=CC=CC=3)=[C:29]2[CH:28]=[N:27]1>C1COCC1>[CH:17]([O:16][CH2:15][C@H:4]([O:3][C:34]1[N:33]=[CH:32][N:31]=[C:30]2[N:26]([C:22]3[N:21]([CH3:20])[CH:25]=[CH:24][N:23]=3)[N:27]=[CH:28][C:29]=12)[C:5]([NH:7][C:8]1[CH:13]=[CH:12][C:11]([CH3:14])=[CH:10][N:9]=1)=[O:6])([CH3:19])[CH3:18] |f:0.1|. Procedure: Sodium hydride (60% in oil) (28.8 mg, 0.72 mmol) was added to (S)-2-hydroxy-3-isopropoxy-N-(5-methylpyridin-2-yl)propanamide (Intermediate C7) (143 mg, 0.60 mmol) in anhydrous THF (5 mL) at 0° C. under nitrogen. The resulting solution was stirred at 0° C. for 10 minutes and then 1-(1-methyl-1H-imidazol-2-yl)-4-phenoxy-1H-pyrazolo[3,4-d]pyrimidine (Intermediate AV1) (193 mg, 0.66 mmol) in THF (1 mL) was added. The reaction mixture was allowed to warm to room temperature and stirred for 2 hours. T...